Task: describe an organic reaction: reactants, conditions, products, and yield. Dataset: the Open Reaction Database (ORD), a public repository of structured organic reaction records Procedure: A suspension of 6.20 g of commercial 2,4,6-triamino-5-nitrosopyrimidine (Chemie Uetikon, Lahr, Germany), 5.15 g of commercial 2,4-diamino-6-hydroxypyrimidine (Fluka, Buchs, Switzerland) and 11.52 g of commercial toluene-4-sulfonic acid monohydrate in 110 ml of glacial acetic acid (100%) is stirred for 20 hours at 113° C. The reaction mixture is filtered off over a laminated paper filter while still hot, and the residue is washed with hot water (approx. 60° C.) until the pH of the washing water h... Solvent: C(C)(=O)O (acetic acid). Reaction SMILES: N[C:2]1[N:7]=[C:6]([NH2:8])[C:5]([N:9]=O)=[C:4](N)[N:3]=1.N[C:13]1[N:18]=[C:17](N)[CH:16]=[C:15](O)[N:14]=1.O.C1(C)C=CC(S(O)(=O)=O)=CC=1>C(O)(=O)C>[N:14]1[C:15]2[C:16](=[N:9][C:5]3[CH:4]=[N:3][CH:2]=[N:7][C:6]=3[N:8]=2)[CH:17]=[N:18][CH:13]=1 |f:2.3|. Yields the product N1=CN=CC2=NC3=C(N=C12)N=CN=C3 (pyrimido[5,4-g]pteridine), formula VI. Reaction conditions: temperature 113 celsius, time 20 hour. The reactants are NC1=NC(=C(C(=N1)N)N=O)N (2,4,6-triamino-5-nitrosopyrimidine), NC1=NC(=CC(=N1)N)O (2,4-diamino-6-hydroxypyrimidine), O.C1(=CC=C(C=C1)S(=O)(=O)O)C (toluene-4-sulfonic acid monohydrate). Starting materials: CCOc1cc(C(C)(C)C)ncc1C1=NC(C)(c2ccc(Cl)cc2)C(C)(c2ccc(Cl)cc2)N1C(=O)Cl, O=C(CN1CCNCC1)N1CCCCC1. The product is CCOc1cc(C(C)(C)C)ncc1C1=NC(C)(c2ccc(Cl)cc2)C(C)(c2ccc(Cl)cc2)N1C(=O)N1CCN(CC(=O)N2CCCCC2)CC1. RXN SMILES: [C:1]([CH3:2])([CH3:3])([CH3:4])[c:5]1[cH:6][c:7]([O:35][CH2:36][CH3:37])[c:8]([C:11]2=[N:15][C:14]([CH3:16])([c:17]3[cH:18][cH:19][c:20]([Cl:23])[cH:21][cH:22]3)[C:13]([CH3:24])([c:25]3[cH:26][cH:27][c:28]([Cl:31])[cH:29][cH:30]3)[N:12]2[C:32](=[O:33])[Cl:34])[cH:9][n:10]1.[N:38]1([CH2:44][C:45](=[O:46])[N:47]2[CH2:48][CH2:49][CH2:50][CH2:51][CH2:52]2)[CH2:39][CH2:40][NH:41][CH2:42][CH2:43]1>>[C:1]([CH3:2])([CH3:3])([CH3:4])[c:5]1[cH:6][c:7]([O:35][CH2:36][CH3:37])[c:8]([C:11]2=[N:15][C:14]([CH3:16])([c:17]3[cH:18][cH:19][c:20]([Cl:23])[cH:21][cH:22]3)[C:13]([CH3:24])([c:25]3[cH:26][cH:27][c:28]([Cl:31])[cH:29][cH:30]3)[N:12]2[C:32](=[O:33])[N:41]2[CH2:40][CH2:39][N:38]([CH2:44][C:45](=[O:46])[N:47]3[CH2:48][CH2:49][CH2:50][CH2:51][CH2:52]3)[CH2:43][CH2:42]2)[cH:9][n:10]1. Starting materials: CC1(C)CC(=O)OC(=O)C1, CCN(C(C)C)C(C)C, ClCCl, O=C(O)C(F)(F)F, CN(C(=O)Oc1ccc(CCN)cc1)c1ccccc1. The product is CN(C(=O)Oc1ccc(CCNC(=O)CC(C)(C)CC(=O)O)cc1)c1ccccc1. RXN SMILES: [CH3:1][C:2]1([CH3:10])[CH2:3][C:4](=[O:5])[O:6][C:7](=[O:9])[CH2:8]1.[CH:11]([N:12]([CH:13]([CH3:14])[CH3:15])[CH2:16][CH3:17])([CH3:18])[CH3:19].[Cl:47][CH2:48][Cl:49].[F:40][C:41]([F:42])([F:43])[C:44]([OH:45])=[O:46].[NH2:20][CH2:21][CH2:22][c:23]1[cH:24][cH:25][c:26]([O:29][C:30]([N:31]([c:32]2[cH:33][cH:34][cH:35][cH:36][cH:37]2)[CH3:38])=[O:39])[cH:27][cH:28]1>>[CH3:1][C:2]([CH2:3][C:4](=[O:5])[NH:20][CH2:21][CH2:22][c:23]1[cH:24][cH:25][c:26]([O:29][C:30]([N:31]([c:32]2[cH:33][cH:34][cH:35][cH:36][cH:37]2)[CH3:38])=[O:39])[cH:27][cH:28]1)([CH2:8][C:7]([OH:6])=[O:9])[CH3:10].